describe an organic reaction: reactants, conditions, products, and yield From a dataset of the Open Reaction Database (ORD), a public repository of structured organic reaction records. Starting materials: resultant mixture, C(C1=CC=CC=C1)(=O)N1CCC=2NC=3C=CC(=CC3C2CC1)S(=O)(=O)C1=CC=CC=C1 (3-Benzoyl-9-(phenylsulfonyl)-1,2,3,4,5,6-hexahydroazepino[4,5-b]indole), IC (iodomethane), [H-].[Na+] (sodium hydride). Solvent: O (H2O), CN(C)C=O (DMF). Run at time 30 minute. Product: C(C1=CC=CC=C1)(=O)N1CCC=2N(C=3C=CC(=CC3C2CC1)S(=O)(=O)C1=CC=CC=C1)C (3-Benzoyl-6-methyl-9-(phenylsulfonyl)-1,2,3,4,5,6-hexahydroazepino[4.5-b]indole). Reaction SMILES: [C:1]([N:9]1[CH2:22][CH2:21][C:20]2[C:19]3[CH:18]=[C:17]([S:23]([C:26]4[CH:31]=[CH:30][CH:29]=[CH:28][CH:27]=4)(=[O:25])=[O:24])[CH:16]=[CH:15][C:14]=3[NH:13][C:12]=2[CH2:11][CH2:10]1)(=[O:8])[C:2]1[CH:7]=[CH:6][CH:5]=[CH:4][CH:3]=1.[H-].[Na+].I[CH3:35]>CN(C=O)C.O>[C:1]([N:9]1[CH2:22][CH2:21][C:20]2[C:19]3[CH:18]=[C:17]([S:23]([C:26]4[CH:31]=[CH:30][CH:29]=[CH:28][CH:27]=4)(=[O:25])=[O:24])[CH:16]=[CH:15][C:14]=3[N:13]([CH3:35])[C:12]=2[CH2:11][CH2:10]1)(=[O:8])[C:2]1[CH:3]=[CH:4][CH:5]=[CH:6][CH:7]=1 |f:1.2|. Procedure: A 0° mixture of 3-benzoyl-9-(phenylsulfonyl)-1,2,3,4,5,6-hexahydroazepino[4,5-b]indole (Step II, 1.61 g, 3.74 mmol) in dry DMF (18 mL) is treated with sodium hydride (60% in oil, 165 mg, 4.11 mmol). After 30 min, the mixture is treated with iodomethane (256 μL, 4.11 mmol) and allowed to slowly warm to 20-25° under nitrogen over 16 hr. The resultant mixture is diluted with H2O and filtered. The residual solid is triturated with refluxing methanol, isolated, and dried in the vacuum oven at 50° to ... Reactants: C(C)(C)(C)OC(=O)N1CCC(CC1)C1=CC=C(C=C1)NC1=NN2C(C=N1)=CC=C2C2=CC(=CC=C2)S(NC(C)(C)C)(=O)=O (4-{4-[7-(3-tert-Butylsulfamoyl-phenyl)-pyrrolo[2,1-f][1,2,4]triazin-2-ylamino]-phenyl}-piperidine-1-carboxylic acid tert-butyl ester), FC(C(=O)O)(F)F (trifluoroacetic acid). The solvent is C(Cl)Cl (methylene chloride), C(Cl)Cl (DCM). Yields the product C(C)(C)(C)NS(=O)(=O)C1=CC(=CC=C1)C1=CC=C2C=NC(=NN21)NC2=CC=C(C=C2)C2CCNCC2 (N-tert-Butyl-3-[2-(4-piperidin-4-yl-phenylamino)-pyrrolo[2,1-f][1,2,4]triazin-7-yl]-benzenesulfonamide). The yield is 95.8%. Reaction SMILES: C(OC([N:8]1[CH2:13][CH2:12][CH:11]([C:14]2[CH:19]=[CH:18][C:17]([NH:20][C:21]3[N:26]=[CH:25][C:24]4=[CH:27][CH:28]=[C:29]([C:30]5[CH:35]=[CH:34][CH:33]=[C:32]([S:36](=[O:43])(=[O:42])[NH:37][C:38]([CH3:41])([CH3:40])[CH3:39])[CH:31]=5)[N:23]4[N:22]=3)=[CH:16][CH:15]=2)[CH2:10][CH2:9]1)=O)(C)(C)C.FC(F)(F)C(O)=O>C(Cl)Cl>[C:38]([NH:37][S:36]([C:32]1[CH:33]=[CH:34][CH:35]=[C:30]([C:29]2[N:23]3[C:24]([CH:25]=[N:26][C:21]([NH:20][C:17]4[CH:18]=[CH:19][C:14]([CH:11]5[CH2:10][CH2:9][NH:8][CH2:13][CH2:12]5)=[CH:15][CH:16]=4)=[N:22]3)=[CH:27][CH:28]=2)[CH:31]=1)(=[O:43])=[O:42])([CH3:41])([CH3:39])[CH3:40]. Procedure: 4-{4-[7-(3-tert-Butylsulfamoyl-phenyl)-pyrrolo[2,1-f][1,2,4]triazin-2-ylamino]-phenyl}-piperidine-1-carboxylic acid tert-butyl ester (50.0 mg, 0.0827 mmol) was treated with trifluoroacetic acid (191 uL, 2.48 mmol) in methylene chloride (3.00 mL). The reaction was diluted with DCM (25 mL) and washed with saturated sodium bicarbonate (25 mL). The aqueous layer was extracted with DCM (25 mL) three times and the combined organic layers were dried over sodium sulfate, filtered, and concentrated under... Starting materials: C1CCC2=NCCCN2CC1, CC#N, CO, CCOC(C)=O, O=C(c1ccc(Cl)cc1)N1CCN(C2CNCC2O)CC1, COc1ccc2nc(C(F)(F)F)nc(Cl)c2c1. Yields the product COc1ccc2nc(C(F)(F)F)nc(N3CC(O)C(N4CCN(C(=O)c5ccc(Cl)cc5)CC4)C3)c2c1. Reaction SMILES: [CH2:25]1[CH2:26][CH2:27][C:28]2=[N:33][CH2:32][CH2:31][CH2:30][N:29]2[CH2:34][CH2:35]1.[CH3:22][C:23]#[N:24].[CH3:53][OH:54].[CH3:55][CH2:56][O:57][C:58]([CH3:59])=[O:60].[Cl:1][c:2]1[cH:3][cH:4][c:5]([C:8](=[O:9])[N:10]2[CH2:11][CH2:12][N:13]([CH:16]3[CH2:17][NH:18][CH2:19][CH:20]3[OH:21])[CH2:14][CH2:15]2)[cH:6][cH:7]1.[Cl:36][c:37]1[n:38][c:39]([C:49]([F:50])([F:51])[F:52])[n:40][c:41]2[cH:42][cH:43][c:44]([O:47][CH3:48])[cH:45][c:46]12>>[Cl:1][c:2]1[cH:3][cH:4][c:5]([C:8](=[O:9])[N:10]2[CH2:11][CH2:12][N:13]([CH:16]3[CH2:17][N:18]([c:37]4[n:38][c:39]([C:49]([F:50])([F:51])[F:52])[n:40][c:41]5[cH:42][cH:43][c:44]([O:47][CH3:48])[cH:45][c:46]45)[CH2:19][CH:20]3[OH:21])[CH2:14][CH2:15]2)[cH:6][cH:7]1. The reactants are resultant mixture, BrC#N (BrCN), N#CN (cyanamide), amine, C(=O)(OCC1=CC=CC=C1)N[C@@H]([C@@H](C)CC)C(=O)O (N-carbobenzyloxy-L-isoleucine), CCN=C=NCCCN(C)C (EDCI), C(=O)(C(F)(F)F)O (TFA). Reagents/catalysts: CN(C)C=1C=CN=CC1 (DMAP). Solvent: CCOC(=O)C (EtOAc), C(Cl)Cl (CH2Cl2). The product is C(#N)N1CC(C1)NC(=O)[C@H]([C@H](CC)C)NC(OCC1=CC=CC=C1)=O (benzyl (1S,2S)-1-{[(1-cyano-3-azetidinyl)amino]carbonyl}-2-methylbutylcarbamate). As a reaction SMILES: [C:1]([NH:11][C@H:12]([C:17]([OH:19])=O)[C@H:13]([CH2:15][CH3:16])[CH3:14])([O:3][CH2:4][C:5]1[CH:10]=[CH:9][CH:8]=[CH:7][CH:6]=1)=[O:2].CC[N:22]=[C:23]=[N:24][CH2:25][CH2:26][CH2:27]N(C)C.[N:31]#CN.C(O)(C(F)(F)F)=O.BrC#N>C(Cl)Cl.CN(C1C=CN=CC=1)C.CCOC(C)=O>[C:23]([N:24]1[CH2:25][CH:26]([NH:31][C:17]([C@@H:12]([NH:11][C:1](=[O:2])[O:3][CH2:4][C:5]2[CH:6]=[CH:7][CH:8]=[CH:9][CH:10]=2)[C@@H:13]([CH3:14])[CH2:15][CH3:16])=[O:19])[CH2:27]1)#[N:22]. Reported procedure: Following general procedure 9, to a stirred solution of the amine (56) (172 mg, 1 equiv.), N-carbobenzyloxy-L-isoleucine (265 mg, 1 equiv.) and EDCI (192 mg, 1 equiv.) in CH2Cl2 (5 mL) was added DMAP (24 mg, 0.2 equiv.). The resultant mixture was stirred at rt for 16 h. The mixture was then diluted with EtOAc and washed successively with 10% citric acid, H2O and brine. The organic extract was dried (MgSO4) and concentrated under reduced pressure. The residue was purified by flash chromatography ... Reactants: O=C(Cl)Cl, C1CCCC1, CCN(C(C)C)C(C)C, ClCCl, Cl, CC1(C)CN(C(=O)C(N)CCCNC(=O)OCc2ccccc2)CCC1(O)c1ccc(Cl)cc1. The product is CC1(C)CN(C(=O)C(CCCNC(=O)OCc2ccccc2)NC(=O)C2CCCC2)CCC1(O)c1ccc(Cl)cc1. RXN SMILES: [C:36](=[O:37])([Cl:38])[Cl:39].[CH2:40]1[CH2:41][CH2:42][CH2:43][CH2:44]1.[CH:45]([N:46]([CH2:47][CH3:48])[CH:49]([CH3:50])[CH3:51])([CH3:52])[CH3:53].[Cl:54][CH2:55][Cl:56].[ClH:1].[NH2:2][CH:3]([CH2:4][CH2:5][CH2:6][NH:7][C:8]([O:9][CH2:10][c:11]1[cH:12][cH:13][cH:14][cH:15][cH:16]1)=[O:17])[C:18](=[O:19])[N:20]1[CH2:21][C:22]([CH3:34])([CH3:35])[C:23]([OH:26])([c:27]2[cH:28][cH:29][c:30]([Cl:33])[cH:31][cH:32]2)[CH2:24][CH2:25]1>>[NH:2]([CH:3]([CH2:4][CH2:5][CH2:6][NH:7][C:8]([O:9][CH2:10][c:11]1[cH:12][cH:13][cH:14][cH:15][cH:16]1)=[O:17])[C:18](=[O:19])[N:20]1[CH2:21][C:22]([CH3:34])([CH3:35])[C:23]([OH:26])([c:27]2[cH:28][cH:29][c:30]([Cl:33])[cH:31][cH:32]2)[CH2:24][CH2:25]1)[C:36](=[O:37])[CH:40]1[CH2:41][CH2:42][CH2:43][CH2:44]1.